This data is from the Open Reaction Database (ORD), a public repository of structured organic reaction records. The task is: describe an organic reaction: reactants, conditions, products, and yield Starting materials: O1C2=C(NCC1)N=CC(=C2)/C=C/C(=O)O ((E)-3-(3,4-dihydro-2H-pyrido[3,2-b][1,4]oxazin-7-yl)acrylic acid), CC=1NC2=CC=CC=C2C1CNC (2-methyl-3-(methylaminomethyl)-1H-indole), C(CC(=O)O)C(=O)O (e363), Cl.O=C1NC2=CC=C(C=C2C1)/C=C/C(=O)O ((E)-3-(2-oxo-2,3-dihydro-1H-indol-5-yl)acrylic acid hydrochloride salt), CN1C=C(C2=CC=CC=C12)CNC (1-methyl-3-(methylaminomethyl) indole). Yields the product O1C2=C(NCC1)N=CC(=C2)/C=C/C(=O)N(CC2=CN(C1=CC=CC=C21)C)C ((E)-3-(3,4-dihydro-2H-pyrido[3,2-b]-1,4-oxazin-7-yl)-N-methyl-N-(1-methyl-1H-indol-3-ylmethyl)acrylamide). Yield: 83.3%. As a reaction SMILES: [O:1]1[CH2:6][CH2:5][NH:4][C:3]2[N:7]=[CH:8][C:9](/[CH:11]=[CH:12]/[C:13]([OH:15])=O)=[CH:10][C:2]1=2.Cl.O=C1CC2C(=CC=C(/C=C/C(O)=O)C=2)N1.[CH3:32][N:33]1[C:41]2[C:36](=[CH:37][CH:38]=[CH:39][CH:40]=2)[C:35]([CH2:42][NH:43][CH3:44])=[CH:34]1.CC1NC2C(C=1CNC)=CC=CC=2.C(C(O)=O)CC(O)=O>>[O:1]1[CH2:6][CH2:5][NH:4][C:3]2[N:7]=[CH:8][C:9](/[CH:11]=[CH:12]/[C:13]([N:43]([CH3:44])[CH2:42][C:35]3[C:36]4[C:41](=[CH:40][CH:39]=[CH:38][CH:37]=4)[N:33]([CH3:32])[CH:34]=3)=[O:15])=[CH:10][C:2]1=2 |f:1.2|. Procedure details: According to the procedure of Example 4, except substituting (E)-3-(3,4-dihydro-2H-pyrido[3,2-b][1,4]oxazin-7-yl)acrylic acid (0.11 g, 0.53 mmole), from Preparation 7, for the (E)-3-(2-oxo-2,3-dihydro-1H-indol-5-yl)acrylic acid hydrochloride salt, and substituting 1-methyl-3-(methylaminomethyl) indole (0.10 g, 0.59 mmole) for the 2-methyl-3-(methylaminomethyl)-1H-indole, the title compound (0.16 g, 82%) was prepared as a light yellow solid: MS (ES) m/e363 (M+H)+. Starting materials: CCO, Cl, CC(C)(C)ON=O, Nc1ccnn1-c1ccccc1. Product: Nc1c(N=O)cnn1-c1ccccc1. As a reaction SMILES: [CH3:21][CH2:22][OH:23].[ClH:13].[N:14](=[O:15])[O:16][C:17]([CH3:18])([CH3:19])[CH3:20].[c:1]1(-[n:7]2[n:8][cH:9][cH:10][c:11]2[NH2:12])[cH:2][cH:3][cH:4][cH:5][cH:6]1>>[c:1]1(-[n:7]2[n:8][cH:9][c:10]([N:14]=[O:15])[c:11]2[NH2:12])[cH:2][cH:3][cH:4][cH:5][cH:6]1. Reaction SMILES: [F:1][c:2]1[cH:3][cH:4][c:5]([CH2:8][NH:9][C:10](=[O:11])[CH:12]2[CH2:13][CH2:14][N:15]([c:18]3[cH:19][cH:20][n:21][c:22]4[cH:23][cH:24][c:25]([Br:28])[cH:26][c:27]34)[CH2:16][CH2:17]2)[cH:6][cH:7]1.[F:29][C:30]([c:31]1[n:32][n:33]([C:39]([c:40]2[cH:41][cH:42][cH:43][cH:44][cH:45]2)([c:46]2[cH:47][cH:48][cH:49][cH:50][cH:51]2)[c:52]2[cH:53][cH:54][cH:55][cH:56][cH:57]2)[cH:34][c:35]1[B:36]([OH:37])[OH:38])([F:58])[F:59]>>[F:1][c:2]1[cH:3][cH:4][c:5]([CH2:8][NH:9][C:10](=[O:11])[CH:12]2[CH2:13][CH2:14][N:15]([c:18]3[cH:19][cH:20][n:21][c:22]4[cH:23][cH:24][c:25](-[c:35]5[c:31]([C:30]([F:29])([F:58])[F:59])[n:32][n:33]([C:39]([c:40]6[cH:41][cH:42][cH:43][cH:44][cH:45]6)([c:46]6[cH:47][cH:48][cH:49][cH:50][cH:51]6)[c:52]6[cH:53][cH:54][cH:55][cH:56][cH:57]6)[cH:34]5)[cH:26][c:27]34)[CH2:16][CH2:17]2)[cH:6][cH:7]1. The reactants are O=C(NCc1ccc(F)cc1)C1CCN(c2ccnc3ccc(Br)cc23)CC1, OB(O)c1cn(C(c2ccccc2)(c2ccccc2)c2ccccc2)nc1C(F)(F)F. Yields the product O=C(NCc1ccc(F)cc1)C1CCN(c2ccnc3ccc(-c4cn(C(c5ccccc5)(c5ccccc5)c5ccccc5)nc4C(F)(F)F)cc23)CC1.